Dataset: the Open Reaction Database (ORD), a public repository of structured organic reaction records. Task: describe an organic reaction: reactants, conditions, products, and yield The product is CC(C)C(N)CC=CCCC=CCC(C)(C)C=NO. As a reaction SMILES: [CH3:1][C:2]1([CH3:17])[CH:3]=[N:4][CH:5]([CH:14]([CH3:15])[CH3:16])[CH2:6][CH:7]=[CH:8][CH2:9][CH2:10][CH:11]=[CH:12][CH2:13]1.[ClH:18].[ClH:19].[NH2:20][OH:21].[Na+:23].[OH-:22].[OH2:24]>>[CH3:1][C:2]([CH:3]=[N:20][OH:21])([CH2:13][CH:12]=[CH:11][CH2:10][CH2:9][CH:8]=[CH:7][CH2:6][CH:5]([NH2:4])[CH:14]([CH3:15])[CH3:16])[CH3:17]. Reactants: CC(C)C1CC=CCCC=CCC(C)(C)C=N1, Cl, Cl, NO, [Na+], [OH-], O.